describe an organic reaction: reactants, conditions, products, and yield From a dataset of the Open Reaction Database (ORD), a public repository of structured organic reaction records. The reactants are [N+](=O)([O-])C=1SC(=CC1)C=O (2-Nitrothiophen-5-carboxaldehyde), C1(=CC=CC=C1)S(=O)(=O)CC#N (phenylsulfonyl acetonitrile), O (water). Solvent: C(C)O (ethanol). Yields the product [N+](=O)([O-])C=1SC(=CC1)/C=C(\C#N)/S(=O)(=O)C1=CC=CC=C1 ((E)-3-(2-nitrothien-5-yl)-2-(phenylsulfonyl)acrylonitrile). Yield: 50.0%. Reaction SMILES: [N+:1]([C:4]1[S:5][C:6]([CH:9]=O)=[CH:7][CH:8]=1)([O-:3])=[O:2].[C:11]1([S:17]([CH2:20][C:21]#[N:22])(=[O:19])=[O:18])[CH:16]=[CH:15][CH:14]=[CH:13][CH:12]=1.O>C(O)C>[N+:1]([C:4]1[S:5][C:6](/[CH:9]=[C:20](/[S:17]([C:11]2[CH:16]=[CH:15][CH:14]=[CH:13][CH:12]=2)(=[O:18])=[O:19])\[C:21]#[N:22])=[CH:7][CH:8]=1)([O-:3])=[O:2]. Procedure details: 2-Nitrothiophen-5-carboxaldehyde (0.157 g) and phenylsulfonyl acetonitrile (0.199 g) were stirred in 2 mL of ethanol containing 0.01 mL piperidine for four hours at 100 C. The mixture was cooled to room temperature and water was added for crystalization. The crude product was filtered and recrystalized from ethanol and water to give 0.16 g of (E)-3-(2-nitrothien-5-yl)-2-(phenylsulfonyl)acrylonitrile. Alternatively, the crude product was purified on a silica gel column with a mixture of ethylacet... The reactants are B(Br)(Br)Br (BBr3), COC1=CC=C(C=C1)C1=NNC2=C1CC=1SC=CC21 (6-(4-Methoxy-phenyl)-4,7-dihydro-1-thia-4,5-diaza-cyclopenta[a]pentalene). The solvent is C(Cl)Cl (CH2Cl2). Run at time 2 hour. Product: S1C=2CC3=C(C2C=C1)NN=C3C3=CC=C(C=C3)O (4-(4,7-Dihydro-1-thia-4,5-diaza-cyclopenta[a]pentalen-6-yl)-phenol). The yield is 88.0%. RXN SMILES: B(Br)(Br)Br.C[O:6][C:7]1[CH:12]=[CH:11][C:10]([C:13]2[C:17]3[CH2:18][C:19]4[S:20][CH:21]=[CH:22][C:23]=4[C:16]=3[NH:15][N:14]=2)=[CH:9][CH:8]=1>C(Cl)Cl>[S:20]1[CH:21]=[CH:22][C:23]2[C:16]3[NH:15][N:14]=[C:13]([C:10]4[CH:11]=[CH:12][C:7]([OH:6])=[CH:8][CH:9]=4)[C:17]=3[CH2:18][C:19]1=2. Reported procedure: BBr3 (1.25 g, 5.0 mmol) was added to a solution of 6-(4-Methoxy-phenyl)-4,7-dihydro-1-thia-4,5-diaza-cyclopenta[a]pentalene (0.13 g, 0.5 mmol) in CH2Cl2 (8.0 mL). After 2 hours, the solution was evaporated and washed with EtOAc, filtered, and concentrated to give the corresponding 4-(4,7-Dihydro-1-thia-4,5-diaza-cyclopenta[a]pentalen-6-yl)-phenol (0.11 g, 0.44 mmol) as brown solid in 88% yield. Reactants: NC1=NC(=C2N=CN(C2=N1)CC=C(COCC1=CC=CC=C1)COCC1=CC=CC=C1)Cl (4-(2-amino-6-chloropurin-9-yl)-1-benzyloxy-2-benzyloxymethyl-2-butene), FC(C(=O)O)(F)F (trifluoroacetic acid). Solvent: O (water), O (water). Run at time 1 minute. Yields the product OCC(=CCN1C=2N=C(NC(C2N=C1)=O)N)CO (9-[4-hydroxy-3-(hydroxymethyl)-2-butenyl]guanine). Yield: 41.0%. As a reaction SMILES: [NH2:1][C:2]1[N:10]=[C:9]2[C:5]([N:6]=[CH:7][N:8]2[CH2:11][CH:12]=[C:13]([CH2:23][O:24]CC2C=CC=CC=2)[CH2:14][O:15]CC2C=CC=CC=2)=[C:4](Cl)[N:3]=1.FC(F)(F)C(O)=[O:36]>O>[OH:15][CH2:14][C:13]([CH2:23][OH:24])=[CH:12][CH2:11][N:8]1[CH:7]=[N:6][C:5]2[C:4](=[O:36])[NH:3][C:2]([NH2:1])=[N:10][C:9]1=2. Reported procedure: A solution of 4-(2-amino-6-chloropurin-9-yl)-1-benzyloxy-2-benzyloxymethyl-2-butene (148 mg, 0.329 mmol), 1.8 ml of trifluoroacetic acid and 0.2 ml of water in a sealed ampoule was kept at 110° C. for 17 h. After cooling the mixture was diluted with 2 ml of water, heated to boiling for one minute, and evaporated to dryness in vacuum, dissolved in water and re-evaporated. Chromatography (silica gel, ethyl acetate+methanol+water 70+20+10 parts of volume) afforded 34 mg (41%) of 9-[4-hydroxy-3-(hyd... Reactants: CCO (EtOH), C(C)(=O)OCC (ethyl acetate), [N+](=O)([O-])C1=C(C=C(C(=O)NC=2SC=CN2)C=C1)C (4-Nitro-3-methyl-N-thiazol-2-yl-benzamide). The reagents and catalysts are [Pd] (Pd/C). Run in C(C)(=O)O (acetic acid). Product: NC1=C(C=C(C(=O)NC=2SC=CN2)C=C1)C (4-Amino-3-methyl-N-thiazol-2-yl-benzamide). Isolated yield 95.0%. As a reaction SMILES: [N+:1]([C:4]1[CH:17]=[CH:16][C:7]([C:8]([NH:10][C:11]2[S:12][CH:13]=[CH:14][N:15]=2)=[O:9])=[CH:6][C:5]=1[CH3:18])([O-])=O.CCO.C(OCC)(=O)C>[Pd].C(O)(=O)C>[NH2:1][C:4]1[CH:17]=[CH:16][C:7]([C:8]([NH:10][C:11]2[S:12][CH:13]=[CH:14][N:15]=2)=[O:9])=[CH:6][C:5]=1[CH3:18]. Procedure: 4-Nitro-3-methyl-N-thiazol-2-yl-benzamide (63 mmol) was suspended in abs. EtOH (200 mL) and ethyl acetate (100 mL) and glacial acetic acid (10 mL) was added followed by 10% Pd/C (1 g). The mixture was hydrogenated over night at 3 bar H2. The hydrogenation mixture was filtered and the solvent was removed under reduced pressure. The crude product was added NaHCO3 (sat.) and ethyl acetate, the remaining solid fraction was removed by filtration and dried in vacuo. The liquid phases were separated, t... The reactants are O=[N+]([O-])c1ccc(-c2ccc(Br)cc2)cc1, O=C([O-])[O-], CCOC(=O)CC(=O)OCC, Cc1ccccc1, CC(C)c1cc(C(C)C)c(-c2ccccc2P(C2CCCCC2)C2CCCCC2)c(C(C)C)c1, [Cs+], [Cs+], CC(=O)[O-], CC(=O)[O-], [Pd+2]. As a reaction SMILES: [Br:1][c:2]1[cH:3][cH:4][c:5](-[c:8]2[cH:9][cH:10][c:11]([N+:14](=[O:15])[O-:16])[cH:12][cH:13]2)[cH:6][cH:7]1.[C:51](=[O:52])([O-:53])[O-:54].[C:57]([CH2:58][C:59](=[O:60])[O:61][CH2:62][CH3:63])(=[O:64])[O:65][CH2:66][CH3:67].[CH3:68][c:69]1[cH:70][cH:71][cH:72][cH:73][cH:74]1.[CH:17]1([P:18]([CH:19]2[CH2:20][CH2:21][CH2:22][CH2:23][CH2:24]2)[c:25]2[cH:26][cH:27][cH:28][cH:29][c:30]2-[c:31]2[c:32]([CH:33]([CH3:34])[CH3:35])[cH:36][c:37]([CH:38]([CH3:39])[CH3:40])[cH:41][c:42]2[CH:43]([CH3:44])[CH3:45])[CH2:46][CH2:47][CH2:48][CH2:49][CH2:50]1.[Cs+:55].[Cs+:56].[O-:76][C:77]([CH3:78])=[O:79].[O-:80][C:81]([CH3:82])=[O:83].[Pd+2:75]>>[c:2]1([CH:58]([C:57](=[O:64])[O:65][CH2:66][CH3:67])[C:59](=[O:60])[O:61][CH2:62][CH3:63])[cH:3][cH:4][c:5](-[c:8]2[cH:9][cH:10][c:11]([N+:14](=[O:15])[O-:16])[cH:12][cH:13]2)[cH:6][cH:7]1. Product: CCOC(=O)C(C(=O)OCC)c1ccc(-c2ccc([N+](=O)[O-])cc2)cc1. Reactants: OC1=C(C=CC(=C1)C(CCCCCC)(C)C)CCC(C)=O (4-[2-hydroxy-4-(1,1-dimethylheptyl)phenyl]-2-butanone), C(C)(=O)OC(C)=O (acetic anhydride), Cl (hydrochloric acid). Run in N1=CC=CC=C1 (pyridine). Yields the product C(C)(=O)OC1=C(C=CC(=C1)C(CCCCCC)(C)C)CCC(C)=O (4 -[2-Acetoxy-4-(1,1-dimethylheptyl)phenyl]-2-butanone). As a reaction SMILES: [OH:1][C:2]1[CH:7]=[C:6]([C:8]([CH3:16])([CH3:15])[CH2:9][CH2:10][CH2:11][CH2:12][CH2:13][CH3:14])[CH:5]=[CH:4][C:3]=1[CH2:17][CH2:18][C:19](=[O:21])[CH3:20].[C:22](OC(=O)C)(=[O:24])[CH3:23].Cl>N1C=CC=CC=1>[C:22]([O:1][C:2]1[CH:7]=[C:6]([C:8]([CH3:15])([CH3:16])[CH2:9][CH2:10][CH2:11][CH2:12][CH2:13][CH3:14])[CH:5]=[CH:4][C:3]=1[CH2:17][CH2:18][C:19](=[O:21])[CH3:20])(=[O:24])[CH3:23]. Reported procedure: A solution of 2.0 g. of 4-[2-hydroxy-4-(1,1-dimethylheptyl)phenyl]-2-butanone in 15 ml. of pyridine is treated at 10° C. with 10 ml. acetic anhydride and the mixture stirred for 18 hours under nitrogen. It is then poured onto ice/water and acidified with dilute hydrochloric acid. The acidified mixture is extracted with ethyl acetate (2×100 ml.), the extracts combined, washed with brine and dried (MgSO4). Evaporation under reduced pressure affords the title product as an oil. Starting materials: CO, CC(C)OC(C)C, Cl, CC(C)(C)OC(=O)Nc1ccc(-c2ccc3c(-c4sccc4C(N)=O)n[nH]c3c2F)cc1F, C1COCCO1. The product is NC(=O)c1ccsc1-c1n[nH]c2c(F)c(-c3ccc(N)c(F)c3)ccc12. RXN SMILES: [CH3:35][OH:36].[CH:43]([O:44][CH:45]([CH3:46])[CH3:47])([CH3:48])[CH3:49].[ClH:34].[F:1][c:2]1[c:3](-[c:19]2[cH:20][c:21]([F:33])[c:22]([NH:25][C:26]([O:27][C:28]([CH3:29])([CH3:30])[CH3:31])=[O:32])[cH:23][cH:24]2)[cH:4][cH:5][c:6]2[c:7](-[c:11]3[s:12][cH:13][cH:14][c:15]3[C:16](=[O:17])[NH2:18])[n:8][nH:9][c:10]12.[O:37]1[CH2:38][CH2:39][O:40][CH2:41][CH2:42]1>>[F:1][c:2]1[c:3](-[c:19]2[cH:20][c:21]([F:33])[c:22]([NH2:25])[cH:23][cH:24]2)[cH:4][cH:5][c:6]2[c:7](-[c:11]3[s:12][cH:13][cH:14][c:15]3[C:16](=[O:17])[NH2:18])[n:8][nH:9][c:10]12.